This data is from the Open Reaction Database (ORD), a public repository of structured organic reaction records. The task is: describe an organic reaction: reactants, conditions, products, and yield The reactants are O=C1N(C(C2=CC=CC=C12)=O)[C@@H]1B(OC2=C(C1)C=CC=C2C(=O)O)O ((R)-3-(1,3-dioxoisoindolin-2-yl)-2-hydroxy-3,4-dihydro-2H-benzo[e][1,2]oxaborinine-8-carboxylic acid), [OH-].[Na+] (NaOH). Solvent: Cl (HCl), CO (methanol), O (H2O). Run at time 3 hour. Yields the product C(=O)(O)C1=C(C(=O)N[C@@H]2B(OC3=C(C2)C=CC=C3C(=O)O)O)C=CC=C1 ((R)-3-(2-carboxybenzamido)-2-hydroxy-3,4-dihydro-2H-benzo[e][1,2]oxaborinine-8-carboxylic acid). Reaction SMILES: [O:1]=[C:2]1[C:10]2[C:5](=[CH:6][CH:7]=[CH:8][CH:9]=2)[C:4](=[O:11])[N:3]1[C@H:12]1[CH2:17][C:16]2[CH:18]=[CH:19][CH:20]=[C:21]([C:22]([OH:24])=[O:23])[C:15]=2[O:14][B:13]1[OH:25].[OH-:26].[Na+]>CO.O.Cl>[C:4]([C:5]1[CH:6]=[CH:7][CH:8]=[CH:9][C:10]=1[C:2]([NH:3][C@H:12]1[CH2:17][C:16]2[CH:18]=[CH:19][CH:20]=[C:21]([C:22]([OH:24])=[O:23])[C:15]=2[O:14][B:13]1[OH:25])=[O:1])([OH:26])=[O:11] |f:1.2|. Procedure details: To 20 mg of (R)-3-(1,3-dioxoisoindolin-2-yl)-2-hydroxy-3,4-dihydro-2H-benzo[e][1,2]oxaborinine-8-carboxylic acid in a mixture of methanol and H2O (2 mL, 1:1) was added 1 N NaOH (0.5 mL) and the resulting reaction mixture was stirred at room temperature for 3 hr. IN HCl was added to adjust the pH of the solution to 3. The product was then purified by reverse phase HPLC and dried using lyophilization. ESI-MS m/z 356 (MH)+. Reactants: Cc1ccc(S(=O)(=O)n2cnc(CCNCc3ncc(C)cc3C)c2)cc1, CC(C)c1cccnc1C=O, ClCCl. The product is Cc1ccc(S(=O)(=O)n2cnc(CCN(Cc3ncc(C)cc3C)Cc3ncccc3C(C)C)c2)cc1. RXN SMILES: [CH3:1][c:2]1[c:3]([CH2:9][NH:10][CH2:11][CH2:12][c:13]2[n:14][cH:15][n:16]([S:18](=[O:19])(=[O:20])[c:21]3[cH:22][cH:23][c:24]([CH3:27])[cH:25][cH:26]3)[cH:17]2)[n:4][cH:5][c:6]([CH3:8])[cH:7]1.[CH:28]([CH3:29])([CH3:30])[c:31]1[c:32]([CH:37]=[O:38])[n:33][cH:34][cH:35][cH:36]1.[Cl:39][CH2:40][Cl:41]>>[CH3:1][c:2]1[c:3]([CH2:9][N:10]([CH2:11][CH2:12][c:13]2[n:14][cH:15][n:16]([S:18](=[O:19])(=[O:20])[c:21]3[cH:22][cH:23][c:24]([CH3:27])[cH:25][cH:26]3)[cH:17]2)[CH2:37][c:32]2[c:31]([CH:28]([CH3:29])[CH3:30])[cH:36][cH:35][cH:34][n:33]2)[n:4][cH:5][c:6]([CH3:8])[cH:7]1. Reactants: CS(=O)(=O)CCN1CCC(=CC1)C1=CC(=C(C=C1)[N+](=O)[O-])CCC (1-[2-(methylsulfonyl)ethyl]-4-(4-nitro-3-propylphenyl)-1,2,3,6-tetrahydropyridine), C1OCCN2[C@H]1CN(CC2)C2CCN(CC2)C2=CC(=C(N)C=C2)OC (4-{4-[(9aS)-hexahydropyrazino[2,1-c][1,4]oxazin-8(1H)-yl]-1-piperidinyl}-2-(methyloxy)aniline). Product: CS(=O)(=O)CCN1CCC(CC1)C1=CC(=C(N)C=C1)CCC (4-{1-[2-(methylsulfonyl)ethyl]-4-piperidinyl}-2-propylaniline). Yield: 74.0%. Reaction SMILES: [CH3:1][S:2]([CH2:5][CH2:6][N:7]1[CH2:12][CH:11]=[C:10]([C:13]2[CH:18]=[CH:17][C:16]([N+:19]([O-])=O)=[C:15]([CH2:22][CH2:23][CH3:24])[CH:14]=2)[CH2:9][CH2:8]1)(=[O:4])=[O:3].C1[C@@H]2CN(C3CCN(C4C=CC(N)=C(OC)C=4)CC3)CCN2CCO1>>[CH3:1][S:2]([CH2:5][CH2:6][N:7]1[CH2:8][CH2:9][CH:10]([C:13]2[CH:18]=[CH:17][C:16]([NH2:19])=[C:15]([CH2:22][CH2:23][CH3:24])[CH:14]=2)[CH2:11][CH2:12]1)(=[O:4])=[O:3]. Reported procedure: The title compound of step D (0.249 g, 0.770 mmol, 74%) was prepared from 1-[2-(methylsulfonyl)ethyl]-4-(4-nitro-3-propylphenyl)-1,2,3,6-tetrahydropyridine in an analogous manner to that of 4-{4-[(9aS)-hexahydropyrazino[2,1-c][1,4]oxazin-8(1H)-yl]-1-piperidinyl}-2-(methyloxy)aniline (Example 87, step I). 1H NMR (400 MHz, CDCl3) δ ppm 1.00 (t, J=7.3 Hz, 3H), 1.61-1.71 (m, 4H), 1.83 (d, J=14.3 Hz, 2H), 2.14 (td, J=11.7, 2.2 Hz, 2H), 2.38 (dt, J=12.0, 3.7 Hz, 1H), 2.41-2.47 (m, 2H), 2.89 (t, J=6.4 ... Starting materials: S(N)(=O)(=O)Cl (sulfamoyl chloride), O(C1=CC=CC=C1)CC(C)O (3-phenoxy-2-propanol). Product: O(C1=CC=CC=C1)CC(C)OS(N)(=O)=O (Sulfamic acid 3-phenoxy-2-propyl ester), oil. Isolated yield 37.0%. RXN SMILES: [S:1](Cl)(=[O:4])(=[O:3])[NH2:2].[O:6]([CH2:13][CH:14]([OH:16])[CH3:15])[C:7]1[CH:12]=[CH:11][CH:10]=[CH:9][CH:8]=1>>[O:6]([CH2:13][CH:14]([O:16][S:1](=[O:4])(=[O:3])[NH2:2])[CH3:15])[C:7]1[CH:12]=[CH:11][CH:10]=[CH:9][CH:8]=1. Procedure details: The title compound was prepared by procedures of Example 22 from sulfamoyl chloride and 3-phenoxy-2-propanol through the partitioning and final evaporation to give an oil as residue. The oil was purified by chromatography using a 4.5 cm×100 cm glass column packed with 500 g of silica gel and methylene chloride as eluting agent. Fractions containing the title compound were combined and the solvent was evaporated under reduced pressure to give a 37% yield of an oil which solidified on standing, mp...